This data is from the Open Reaction Database (ORD), a public repository of structured organic reaction records. The task is: describe an organic reaction: reactants, conditions, products, and yield Reactants: CC1=C(CN=C=O)C=C(C=C1)C1=CC=CC=C1 (2-methyl-5-phenylbenzyl isocyanate), CNNC(C(F)F)=O (N′-methyl-difluoroacetohydrazide). The solvent is C1(=CC=CC=C1)C (toluene). Reaction conditions: temperature 60 celsius. The product is FC(C(=O)NN(C(=O)NCC1=C(C=CC(=C1)C1=CC=CC=C1)C)C)F (1-difluoroacetyl-2-methyl-4-(2-methyl-5-phenylbenzyl) semicarbazide). As a reaction SMILES: [CH3:1][C:2]1[CH:11]=[CH:10][C:9]([C:12]2[CH:17]=[CH:16][CH:15]=[CH:14][CH:13]=2)=[CH:8][C:3]=1[CH2:4][N:5]=[C:6]=[O:7].[CH3:18][NH:19][NH:20][C:21](=[O:25])[CH:22]([F:24])[F:23]>C1(C)C=CC=CC=1>[F:23][CH:22]([F:24])[C:21]([NH:20][N:19]([CH3:18])[C:6]([NH:5][CH2:4][C:3]1[CH:8]=[C:9]([C:12]2[CH:17]=[CH:16][CH:15]=[CH:14][CH:13]=2)[CH:10]=[CH:11][C:2]=1[CH3:1])=[O:7])=[O:25]. Reported procedure: 1.00 g of crude 2-methyl-5-phenylbenzyl isocyanate is added to 5 ml of toluene, and to the resulted suspension is added 556 mg of N′-methyl-difluoroacetohydrazide, and the mixture is stirred at 60° C. The reaction solution is concentrated, and the residue is subjected to silica gel column chromatography, to obtain 1-difluoroacetyl-2-methyl-4-(2-methyl-5-phenylbenzyl) semicarbazide. Reactants: CC=1C=C2N=CC=NC2=CC1 (6-methylquinoxaline), C1CC(=O)N(C1=O)Br (NBS), C(C1=CC=CC=C1)(=O)OOC(C1=CC=CC=C1)=O (benzoyl peroxide). The solvent is C(Cl)(Cl)(Cl)Cl (CCl4). Yields the product BrCC=1C=C2N=CC=NC2=CC1 (6-bromomethylquinoxaline). Isolated yield 77.5%. RXN SMILES: [CH3:1][C:2]1[CH:3]=[C:4]2[C:9](=[CH:10][CH:11]=1)[N:8]=[CH:7][CH:6]=[N:5]2.C1C(=O)N([Br:19])C(=O)C1.C(OOC(=O)C1C=CC=CC=1)(=O)C1C=CC=CC=1>C(Cl)(Cl)(Cl)Cl>[Br:19][CH2:1][C:2]1[CH:3]=[C:4]2[C:9](=[CH:10][CH:11]=1)[N:8]=[CH:7][CH:6]=[N:5]2. Procedure: To a solution of 6-methylquinoxaline (10.0 g, 69.4 mmol) in CCl4 (80 mL) was added NBS (13.5 g, 76.3 mmol) and benzoyl peroxide (BP, 1.7 g, 6.9 mmol) at room temperature. The mixture was heated at reflux for 2 hours. After cooling, the mixture was evaporated under vacuum to give a yellow solid, which was extracted with Petroleum Ether (50 mL×5). The extracts were concentrated under vacuum. The organics were combined and concentrated to give crude 6-bromomethylquinoxaline (12.0 g), which was used... Reactants: ClC1=CC2=C(SC=C2CN2C(N(CC2)C=2SC(=C(N2)C)C(=O)O)=O)C=C1 (2-(3-((5-chlorobenzo[b]thiophen-3-yl)methyl)-2-oxoimidazolidin-1-yl)-4-methylthiazole-5-carboxylic acid), C1(=NC=CC2=CC=CC=C12)CN1C(N(CC1)C=1SC(=C(N1)C)C(=O)O)=O (2-(3-(isoquinolin-1-ylmethyl)-2-oxoimidazolidin-1-yl)-4-methylthiazole-5-carboxylic acid), NCC=1C=NC=CC1 (3-(aminomethyl)-pyridine). Yields the product C1(=NC=CC2=CC=CC=C12)CN1C(N(CC1)C=1S(C(=CN1)C(=O)NCC=1C=NC=CC1)C)=O (2-(3-(isoquinolin-1-ylmethyl)-2-oxoimidazolidin-1-yl)-1-methyl-N-(pyridin-3-ylmethyl)thiazole-5-carboxamide). Yield: 43.0%. RXN SMILES: Cl[C:2]1C=CC2SC=C(CN3CCN(C4SC(C(O)=O)=C(C)N=4)C3=O)C=2C=1.[C:27]1([CH2:37][N:38]2[CH2:42][CH2:41][N:40]([C:43]3[S:44][C:45]([C:49](O)=[O:50])=[C:46](C)[N:47]=3)[C:39]2=[O:52])[C:36]2[C:31](=[CH:32][CH:33]=[CH:34][CH:35]=2)[CH:30]=[CH:29][N:28]=1.[NH2:53][CH2:54][C:55]1[CH:56]=[N:57][CH:58]=[CH:59][CH:60]=1>>[C:27]1([CH2:37][N:38]2[CH2:42][CH2:41][N:40]([C:43]3[SH:44]([CH3:2])[C:45]([C:49]([NH:53][CH2:54][C:55]4[CH:56]=[N:57][CH:58]=[CH:59][CH:60]=4)=[O:50])=[CH:46][N:47]=3)[C:39]2=[O:52])[C:36]2[C:31](=[CH:32][CH:33]=[CH:34][CH:35]=2)[CH:30]=[CH:29][N:28]=1. Procedure: Following the procedure as described in Example 32, making variations as required to replace 2-(3-((5-chlorobenzo[b]thiophen-3-yl)methyl)-2-oxoimidazolidin-1-yl)-4-methylthiazole-5-carboxylic acid with 2-(3-(isoquinolin-1-ylmethyl)-2-oxoimidazolidin-1-yl)-4-methylthiazole-5-carboxylic acid to react with 3-(aminomethyl)-pyridine, the title compound was obtained as a colorless solid in 43% yield: mp 151-153° C. (dichloromethane/hexanes); 1H NMR (300 MHz, CDCl3) δ 8.59 (s, 1H), 8.53 (d, J=3.0 Hz, 1... Starting materials: CC(C)[Si](C(C)C)(C(C)C)Cl (TIPSCl), [Li]CCCC (n-BuLi), hexanes, [Li]CCCC (n-BuLi), BrC1=C(N=CS1)OCC1OC1 (5-bromo-4-(oxiran-2-ylmethoxy)thiazole), hexanes. Solvent: C1CCOC1 (THF). Run at temperature -78 celsius, time 2 hour. The product is C(C)(C)[Si](C=1SC2=C(N1)OCC2CO)(C(C)C)C(C)C ((2-(Triisopropylsilyl)-5,6-dihydrofuro[2,3-d]thiazol-6-yl)methanol). As a reaction SMILES: [Li]CCCC.Br[C:7]1[S:11][CH:10]=[N:9][C:8]=1[O:12][CH2:13][CH:14]1[CH2:16][O:15]1.[CH3:17][CH:18]([Si:20](Cl)([CH:24]([CH3:26])[CH3:25])[CH:21]([CH3:23])[CH3:22])[CH3:19]>C1COCC1>[CH:18]([Si:20]([CH:24]([CH3:26])[CH3:25])([CH:21]([CH3:23])[CH3:22])[C:10]1[S:11][C:7]2[CH:14]([CH2:16][OH:15])[CH2:13][O:12][C:8]=2[N:9]=1)([CH3:19])[CH3:17]. Procedure details: At −78° C., a soln. of n-BuLi in hexanes (2.18 M, 16.7 mL, 36.4 mmol) was added over 30 min to a soln. of 5-bromo-4-(oxiran-2-ylmethoxy)thiazole (7.17 g, 30.4 mmol) in THF (564 mL). The mixture was stirred at −78° C. for 2 h, then, TIPSCl (6.63 mL, 31.0 mmol) was added, the mixture was allowed to warm to RT and stirred at RT for 30 min. Subsequently, the mixture was cooled to −78° C. and treated with a soln. of n-BuLi in hexanes (2.18 M, 13.9 mL, 30.4 mmol). The mixture was stirred at 0° C. for ...